This data is from the Open Reaction Database (ORD), a public repository of structured organic reaction records. The task is: describe an organic reaction: reactants, conditions, products, and yield The reactants are COCOC (Dimethoxymethane), C(C)(=O)CS(=O)(=O)[O-] (acetylmethanesulfonate), resultant solution, C1(=CC=CC=C1)C1(C(NC(NC1=O)=O)=O)C1=CC=CC=C1 (5,5-diphenylbarbituric acid), C(C)(C)N(C(C)C)CC (N,N-diisopropyl ethyl amine). Solvent: C(C)(=O)OCC (ethyl acetate), Cl (HCl), CN(C=O)C (dimethylformamide). Run at temperature 25 celsius, time 2 hour. Product: COCN1C(=O)N(C(=O)C(C1=O)(C1=CC=CC=C1)C1=CC=CC=C1)COC (N,N′-bismethoxymethyl-5,5-diphenylbarbituric acid). Reaction SMILES: CO[CH2:3][O:4][CH3:5].[C:6](CS([O-])(=O)=O)(=[O:8])C.[C:14]1([C:20]2([C:29]3[CH:34]=[CH:33][CH:32]=[CH:31][CH:30]=3)[C:25](=[O:26])[NH:24][C:23](=[O:27])[NH:22][C:21]2=[O:28])[CH:19]=[CH:18][CH:17]=[CH:16][CH:15]=1.[CH:35](N(CC)C(C)C)(C)C>CN(C)C=O.Cl.C(OCC)(=O)C>[CH3:35][O:8][CH2:6][N:22]1[C:21](=[O:28])[C:20]([C:14]2[CH:19]=[CH:18][CH:17]=[CH:16][CH:15]=2)([C:29]2[CH:30]=[CH:31][CH:32]=[CH:33][CH:34]=2)[C:25](=[O:26])[N:24]([CH2:3][O:4][CH3:5])[C:23]1=[O:27]. Reported procedure: Dimethoxymethane (10.85 g) was added at 0° C. to 19.7 g of acetylmethanesulfonate. The reaction was stirred at 25° C. for 2 hours. The resultant solution was then added gradually over 45 minutes to a mixture of 10 g of 5,5-diphenylbarbituric acid and 13.85 g of N,N-diisopropyl ethyl amine in 60 ml of dry dimethylformamide. The resultant reaction mixture was stirred for about 15 minutes and then diluted with 180 ml of 2N HCl, followed by 300 ml of ethyl acetate. The phases were separated and the ... The reactants are FC(S(=O)(=O)OC1=CC2=CC=C(C=C2C=C1)C(C(C)C)(C=1N=CN(C1)C(C1=CC=CC=C1)(C1=CC=CC=C1)C1=CC=CC=C1)O)(F)F (6-[1-hydroxy-2-methyl-1-(1-trityl-1H-imidazol-4-yl)propyl]-2-naphthyl trifluoromethanesulfonate), C(CCC)[Sn](C=1SC=CC1)(CCCC)CCCC (2-(tributylstannyl)thiophene). Product: N1C=NC(=C1)C(C(C)C)(O)C1=CC2=CC=C(C=C2C=C1)C=1SC=CC1 (1-(1H-Imidazol-4-yl)-2-methyl-1-(6-(2-thienyl)-2-naphthyl)-1-propanol). RXN SMILES: FC(F)(F)S(O[C:7]1[CH:16]=[CH:15][C:14]2[C:9](=[CH:10][CH:11]=[C:12]([C:17]([OH:45])([C:21]3[N:22]=[CH:23][N:24](C(C4C=CC=CC=4)(C4C=CC=CC=4)C4C=CC=CC=4)[CH:25]=3)[CH:18]([CH3:20])[CH3:19])[CH:13]=2)[CH:8]=1)(=O)=O.C([Sn](CCCC)(CCCC)[C:53]1[S:54][CH:55]=[CH:56][CH:57]=1)CCC>>[NH:24]1[CH:25]=[C:21]([C:17]([C:12]2[CH:11]=[CH:10][C:9]3[C:14](=[CH:15][CH:16]=[C:7]([C:53]4[S:54][CH:55]=[CH:56][CH:57]=4)[CH:8]=3)[CH:13]=2)([OH:45])[CH:18]([CH3:20])[CH3:19])[N:22]=[CH:23]1. Procedure details: In a similar manner to that described in Example 2-(i), the reaction was carried out by using 6-[1-hydroxy-2-methyl-1-(1-trityl-1H-imidazol-4-yl)propyl]-2-naphthyl trifluoromethanesulfonate (2.0 g) and 2-(tributylstannyl)thiophene (1.27 mL) to give the titled compound (1.43 g) as a colorless powder.